This data is from the Open Reaction Database (ORD), a public repository of structured organic reaction records. The task is: describe an organic reaction: reactants, conditions, products, and yield Starting materials: O=CO, COC(=O)C(=NOCF)c1nsc(N)n1. Yields the product COC(=O)C(=NOCF)c1nsc(NC=O)n1. RXN SMILES: [CH:16](=[O:17])[OH:18].[F:1][CH2:2][O:3][N:4]=[C:5]([C:6](=[O:7])[O:8][CH3:9])[c:10]1[n:11][s:12][c:13]([NH2:15])[n:14]1>>[F:1][CH2:2][O:3][N:4]=[C:5]([C:6](=[O:7])[O:8][CH3:9])[c:10]1[n:11][s:12][c:13]([NH:15][CH:16]=[O:17])[n:14]1. Starting materials: O=C([O-])[O-], CN1CCCC1=O, [Cs+], [Cs+], CCI, O=C1c2ccccc2C(=O)N1CCc1c[nH]c2ccc(O)cc12. The product is CCOc1ccc2[nH]cc(CCN3C(=O)c4ccccc4C3=O)c2c1. As a reaction SMILES: [C:24](=[O:25])([O-:26])[O-:27].[CH3:33][N:34]1[CH2:35][CH2:36][CH2:37][C:38]1=[O:39].[Cs+:28].[Cs+:29].[I:30][CH2:31][CH3:32].[OH:1][c:2]1[cH:3][c:4]2[c:5]([CH2:11][CH2:12][N:13]3[C:14](=[O:23])[c:15]4[cH:16][cH:17][cH:18][cH:19][c:20]4[C:21]3=[O:22])[cH:6][nH:7][c:8]2[cH:9][cH:10]1>>[O:1]([c:2]1[cH:3][c:4]2[c:5]([CH2:11][CH2:12][N:13]3[C:14](=[O:23])[c:15]4[cH:16][cH:17][cH:18][cH:19][c:20]4[C:21]3=[O:22])[cH:6][nH:7][c:8]2[cH:9][cH:10]1)[CH2:31][CH3:32]. The reactants are CCOc1cc(C(C)(C)C)ncc1C1=NC(C)(c2ccc(Cl)cc2)C(C)(c2ccc(Cl)cc2)N1C(=O)N1CCC(CC(=O)O)CC1, CCNc1ccc(C)cc1. Product: CCOc1cc(C(C)(C)C)ncc1C1=NC(C)(c2ccc(Cl)cc2)C(C)(c2ccc(Cl)cc2)N1C(=O)N1CCC(CC(=O)N(CC)c2ccc(C)cc2)CC1. Reaction SMILES: [C:1]([CH3:2])([CH3:3])([CH3:4])[c:5]1[cH:6][c:7]([O:44][CH2:45][CH3:46])[c:8]([C:11]2=[N:15][C:14]([CH3:16])([c:17]3[cH:18][cH:19][c:20]([Cl:23])[cH:21][cH:22]3)[C:13]([CH3:24])([c:25]3[cH:26][cH:27][c:28]([Cl:31])[cH:29][cH:30]3)[N:12]2[C:32](=[O:33])[N:34]2[CH2:35][CH2:36][CH:37]([CH2:40][C:41](=[O:42])[OH:43])[CH2:38][CH2:39]2)[cH:9][n:10]1.[CH2:47]([CH3:48])[NH:49][c:50]1[cH:51][cH:52][c:53]([CH3:56])[cH:54][cH:55]1>>[C:1]([CH3:2])([CH3:3])([CH3:4])[c:5]1[cH:6][c:7]([O:44][CH2:45][CH3:46])[c:8]([C:11]2=[N:15][C:14]([CH3:16])([c:17]3[cH:18][cH:19][c:20]([Cl:23])[cH:21][cH:22]3)[C:13]([CH3:24])([c:25]3[cH:26][cH:27][c:28]([Cl:31])[cH:29][cH:30]3)[N:12]2[C:32](=[O:33])[N:34]2[CH2:35][CH2:36][CH:37]([CH2:40][C:41](=[O:42])[N:49]([CH2:47][CH3:48])[c:50]3[cH:51][cH:52][c:53]([CH3:56])[cH:54][cH:55]3)[CH2:38][CH2:39]2)[cH:9][n:10]1. Reported procedure: The title compound was prepared in a manner similar to that described in Example 88 using 2-(2-bromophenoxy)-6-(trifluoromethyl)pyridine and 5-(2-fluoro-4-(4,4,5,5-tetramethyl-1,3,2-dioxaborolan-2-yl)phenyl)pyrimidin-2-amine. MS (ESI): mass calcd. for C22H14F4N4O, 426.11; m/z found, 427.1 [M+H]+. 1H NMR (400 MHz, DMSO-d6) δ 8.42 (s, 2H), 8.04 (m, 1H), 7.59-7.48 (m, 4H), 7.41 (m, 1H), 7.35-7.24 (m, 4H), 6.89 (s, 2H). Starting materials: BrC1=C(OC2=NC(=CC=C2)C(F)(F)F)C=CC=C1 (2-(2-bromophenoxy)-6-(trifluoromethyl)pyridine), FC1=C(C=CC(=C1)B1OC(C(O1)(C)C)(C)C)C=1C=NC(=NC1)N (5-(2-fluoro-4-(4,4,5,5-tetramethyl-1,3,2-dioxaborolan-2-yl)phenyl)pyrimidin-2-amine). RXN SMILES: Br[C:2]1[CH:18]=[CH:17][CH:16]=[CH:15][C:3]=1[O:4][C:5]1[CH:10]=[CH:9][CH:8]=[C:7]([C:11]([F:14])([F:13])[F:12])[N:6]=1.[F:19][C:20]1[CH:25]=[C:24](B2OC(C)(C)C(C)(C)O2)[CH:23]=[CH:22][C:21]=1[C:35]1[CH:36]=[N:37][C:38]([NH2:41])=[N:39][CH:40]=1>>[F:19][C:20]1[CH:25]=[C:24]([C:2]2[CH:18]=[CH:17][CH:16]=[CH:15][C:3]=2[O:4][C:5]2[CH:10]=[CH:9][CH:8]=[C:7]([C:11]([F:14])([F:13])[F:12])[N:6]=2)[CH:23]=[CH:22][C:21]=1[C:35]1[CH:40]=[N:39][C:38]([NH2:41])=[N:37][CH:36]=1. Product: FC=1C=C(C=CC1C=1C=NC(=NC1)N)C1=C(C=CC=C1)OC1=NC(=CC=C1)C(F)(F)F (5-(3-Fluoro-2′-{[6-(trifluoromethyl)pyridin-2-yl]oxy}biphenyl-4-yl)pyrimidin-2-amine).